Dataset: the Open Reaction Database (ORD), a public repository of structured organic reaction records. Task: describe an organic reaction: reactants, conditions, products, and yield The reactants are Cl.Cl.C(C)OC(CNCCN)=O (N-(2-aminoethyl)-glycine ethyl ester 2HCl), C1(=CC=CC=C1)C1=NN=C(S1)S(=O)(=O)Cl (5-phenyl-1,3,4-thiadiazole-2-sulfonyl chloride). Product: C(C)OC(CNCCNS(=O)(=O)C=1SC(=NN1)C1=CC=CC=C1)=O (N-[2-(5-Phenyl-1,3,4-thiadiazole-2-sulfonylamino)-ethyl]-glycine ethyl ester). As a reaction SMILES: Cl.Cl.[CH2:3]([O:5][C:6](=[O:12])[CH2:7][NH:8][CH2:9][CH2:10][NH2:11])[CH3:4].[C:13]1([C:19]2[S:23][C:22]([S:24](Cl)(=[O:26])=[O:25])=[N:21][N:20]=2)[CH:18]=[CH:17][CH:16]=[CH:15][CH:14]=1>>[CH2:3]([O:5][C:6](=[O:12])[CH2:7][NH:8][CH2:9][CH2:10][NH:11][S:24]([C:22]1[S:23][C:19]([C:13]2[CH:18]=[CH:17][CH:16]=[CH:15][CH:14]=2)=[N:20][N:21]=1)(=[O:25])=[O:26])[CH3:4] |f:0.1.2|. Procedure details: The title compound was synthesized by the reaction of N-(2-aminoethyl)-glycine ethyl ester 2HCl with 5-phenyl-1,3,4-thiadiazole-2-sulfonyl chloride as per the procedure of example 1. 1H NMR (500 MHz; DMSO-d6) δ 8.05 (d, 2H), 7.60–7.56 (m, 3H), 4.02 (q, 2H), 3.26 (s, 2H), 3.16 (t, 2H), 2.64 (t, 2H), 1.14 (t, 3H). The reactants are NCC1CC(CO1)SC1=C(N2C(C(C2C1C)C(C)O)=O)C(=O)O (3-[[5-(Aminomethyl)tetrahydro-3-furanyl]thio]-6-(1-hydroxyethyl)-4-methyl-7-oxo-1-azabicyclo[3.2.0]hept-2-ene-2-carboxylic acid), CN1C(OC(C1)=O)=O (3-methyl -2,5-oxazolidinedione). The solvent is P(=O)([O-])([O-])[O-].[Na+].[Na+].[Na+] (sodium phosphate), O1CCOCC1 (dioxane). Yields the product OC(C)C1C2C(=C(C(N2C1=O)C(=O)O)SC1COC(C1)CNC(CNC)=O)C (6-(1-Hydroxyethyl)-4-methyl-7-oxo-3-[[tetrahydro-5-[[[(methylamino)acetyl]amino]methyl]-3-furanyl]thio]-1-azabicyclo[3.2.0]hept-3-ene-2-carboxylic acid). As a reaction SMILES: [NH2:1][CH2:2][CH:3]1[O:7][CH2:6][CH:5]([S:8][C:9]2[CH:15]([CH3:16])[CH:14]3[N:11]([C:12](=[O:20])[CH:13]3[CH:17]([OH:19])[CH3:18])[C:10]=2[C:21]([OH:23])=[O:22])[CH2:4]1.[CH3:24][N:25]1[CH2:29][C:28](=O)[O:27]C1=O>P([O-])([O-])([O-])=O.[Na+].[Na+].[Na+].O1CCOCC1>[OH:19][CH:17]([CH:13]1[C:12](=[O:20])[N:11]2[CH:14]1[C:15]([CH3:16])=[C:9]([S:8][CH:5]1[CH2:4][CH:3]([CH2:2][NH:1][C:28](=[O:27])[CH2:29][NH:25][CH3:24])[O:7][CH2:6]1)[CH:10]2[C:21]([OH:23])=[O:22])[CH3:18] |f:2.3.4.5|. Procedure: The title compound is prepared by the procedure of Example 47 using 0.068 g of product from Example 46 in 2.0 ml of sodium phosphate buffer (pH 8.5) and 0. 029 g of 3-methyl -2,5-oxazolidinedione, prepared by the procedure described in J. Org. Chem., 34, No. 1, 243(1969), in 1 ml of dioxane to give 0.036 g of the desired product. The reactants are CC1=[N+](C=C(C(=C1C)[N+](=O)[O-])C)[O-] (2,3,5-trimethyl-4-nitropyridine 1-oxide), [Na] (sodium), C(C)O (ethanol), Cl (hydrogen chloride). Run in C(C)(=O)OCC (ethyl acetate). Yields the product C(C)OC1=C(C(=[N+](C=C1C)[O-])C)C (4-ethoxy-2,3,5-trimethylpyridine 1-oxide). As a reaction SMILES: [Na].[CH3:2][C:3]1[C:8]([CH3:9])=[C:7]([N+]([O-])=O)[C:6]([CH3:13])=[CH:5][N+:4]=1[O-:14].Cl.[CH2:16]([OH:18])[CH3:17]>C(OCC)(=O)C>[CH2:16]([O:18][C:7]1[C:6]([CH3:13])=[CH:5][N+:4]([O-:14])=[C:3]([CH3:2])[C:8]=1[CH3:9])[CH3:17] |^1:0|. Procedure details: 4.2 g of sodium were dissolved in 780 ml of ethanol under argon. 22.3 g of 2,3,5-trimethyl-4-nitropyridine 1-oxide were then added portionwise thereto and the solution was left to boil under reflux overnight. The pH was adjusted to 7 by means of 5N hydrogen chloride in ethyl acetate while cooling and the mixture was then evaporated in vacuo. The residue was taken up in 0.5 l of methylene chloride, the solution was filtered through silica gel, which was rinsed with 200 ml of methylene chloride, t... The reactants are [Al+3], CCOCC, CC(C=O)=CCC1CCC(C)C1(C)C, Cl, [H-], [H-], [H-], [H-], [H][H], [Li+], O, O[Al](O)O. Yields the product CC(=CCC1CCC(C)C1(C)C)CO. RXN SMILES: [Al+3:2].[CH3:29][CH2:30][O:31][CH2:32][CH3:33].[CH3:7][C:8]([CH:9]=[O:10])=[CH:11][CH2:12][CH:13]1[C:14]([CH3:19])([CH3:20])[CH:15]([CH3:18])[CH2:16][CH2:17]1.[ClH:23].[H-:1].[H-:4].[H-:5].[H-:6].[H:21][H:22].[Li+:3].[OH2:28].[OH:24][Al:25]([OH:26])[OH:27]>>[CH3:7][C:8]([CH2:9][OH:10])=[CH:11][CH2:12][CH:13]1[C:14]([CH3:19])([CH3:20])[CH:15]([CH3:18])[CH2:16][CH2:17]1.